This data is from the Open Reaction Database (ORD), a public repository of structured organic reaction records. The task is: describe an organic reaction: reactants, conditions, products, and yield Reactants: CCOC(=O)CCC(NC(=O)CCC(NC(=O)OCc1ccccc1)C(=O)OC(C)(C)C)C(=O)OCC, CCO, [H][H]. Product: CCOC(=O)CCC(NC(=O)CCC(N)C(=O)OC(C)(C)C)C(=O)OCC. As a reaction SMILES: [CH2:1]([O:2][C:3](=[O:4])[NH:11][CH:12]([CH2:13][CH2:14][C:15](=[O:16])[NH:17][CH:18]([CH2:19][CH2:20][C:21](=[O:22])[O:23][CH2:24][CH3:25])[C:26](=[O:27])[O:28][CH2:29][CH3:30])[C:31](=[O:32])[O:33][C:34]([CH3:35])([CH3:36])[CH3:37])[c:5]1[cH:6][cH:7][cH:8][cH:9][cH:10]1.[CH3:40][CH2:41][OH:42].[H:38][H:39]>>[NH2:11][CH:12]([CH2:13][CH2:14][C:15](=[O:16])[NH:17][CH:18]([CH2:19][CH2:20][C:21](=[O:22])[O:23][CH2:24][CH3:25])[C:26](=[O:27])[O:28][CH2:29][CH3:30])[C:31](=[O:32])[O:33][C:34]([CH3:35])([CH3:36])[CH3:37].